This data is from the Open Reaction Database (ORD), a public repository of structured organic reaction records. The task is: describe an organic reaction: reactants, conditions, products, and yield Starting materials: O=C(c1ccc(Br)cc1)C1CCNC1, CC(=O)O[BH-](OC(C)=O)OC(C)=O, C=O, CC(=O)O, CO, [Na+]. Yields the product CN1CCC(C(=O)c2ccc(Br)cc2)C1. Reaction SMILES: [Br:1][c:2]1[cH:3][cH:4][c:5]([C:8](=[O:9])[CH:10]2[CH2:11][NH:12][CH2:13][CH2:14]2)[cH:6][cH:7]1.[C:21]([O:22][BH-:23]([O:24][C:25](=[O:26])[CH3:27])[O:28][C:29](=[O:30])[CH3:31])(=[O:32])[CH3:33].[CH2:19]=[O:20].[CH3:15][C:16](=[O:17])[OH:18].[CH3:35][OH:36].[Na+:34]>>[Br:1][c:2]1[cH:3][cH:4][c:5]([C:8](=[O:9])[CH:10]2[CH2:11][N:12]([CH3:15])[CH2:13][CH2:14]2)[cH:6][cH:7]1. The reactants are ClCC=1SC(=CC1)C1=CC=C(C=C1)C(F)(F)F (2-Chloromethyl-5-(4-trifluoromethyl-phenyl)-thiophene), COC(CCC1=C(C=C(C=C1)O)C)=O (3-(4-Hydroxy-2-methyl-phenyl)-propionic acid methyl ester), C([O-])([O-])=O.[Cs+].[Cs+] (cesium carbonate). Run in C(C)#N (acetonitrile). Run at temperature 50 celsius. The product is COC(CCC1=C(C=C(C=C1)OCC=1SC(=CC1)C1=CC=C(C=C1)C(F)(F)F)C)=O (3-{2-Methyl-4-[5-(4-trifluoromethyl-phenyl)-thiophen-2-ylmethoxy]-phenyl}-propionic acid methyl ester). As a reaction SMILES: Cl[CH2:2][C:3]1[S:4][C:5]([C:8]2[CH:13]=[CH:12][C:11]([C:14]([F:17])([F:16])[F:15])=[CH:10][CH:9]=2)=[CH:6][CH:7]=1.[CH3:18][O:19][C:20](=[O:31])[CH2:21][CH2:22][C:23]1[CH:28]=[CH:27][C:26]([OH:29])=[CH:25][C:24]=1[CH3:30].C(=O)([O-])[O-].[Cs+].[Cs+]>C(#N)C>[CH3:18][O:19][C:20](=[O:31])[CH2:21][CH2:22][C:23]1[CH:28]=[CH:27][C:26]([O:29][CH2:2][C:3]2[S:4][C:5]([C:8]3[CH:13]=[CH:12][C:11]([C:14]([F:17])([F:16])[F:15])=[CH:10][CH:9]=3)=[CH:6][CH:7]=2)=[CH:25][C:24]=1[CH3:30] |f:2.3.4|. Procedure details: To a solution of 2-Chloromethyl-5-(4-trifluoromethyl-phenyl)-thiophene (0.210 g, 0.760 mmole) and 3-(4-Hydroxy-2-methyl-phenyl)-propionic acid methyl ester (0.147 g, 0.760 mmole) in acetonitrile (5 mL), is added cesium carbonate (0.248 mL, 0.760 mmole) in one portion. The reaction is heated at 50° C. overnight, then concentrated. The residue is loaded to a silica gel column, eluted with ethyl acetate in hexane (0-15%) and concentrated to provide the titled compound as a white solid.